This data is from the Open Reaction Database (ORD), a public repository of structured organic reaction records. The task is: describe an organic reaction: reactants, conditions, products, and yield The reactants are [SnH](CCCC)(CCCC)CCCC (nBu3SnH), CC(C)(C#N)N=NC(C)(C)C#N (AIBN), ketimine, N1CCC2=CC=CC=C12 (indoline), CH2Cl2 Hexanes. Run in C1=CC=CC=C1 (benzene), C1=CC=CC=C1 (benzene). The product is C(C)(C)N1CCC2=CC=CC=C12 (N-(iso-Propyl)-indoline). Reaction SMILES: [SnH](CCCC)(CCCC)[CH2:2][CH2:3][CH2:4]C.CC(N=NC(C#N)(C)C)(C#N)C.[NH:26]1[C:34]2[C:29](=[CH:30][CH:31]=[CH:32][CH:33]=2)[CH2:28][CH2:27]1>C1C=CC=CC=1>[CH:3]([N:26]1[C:34]2[C:29](=[CH:30][CH:31]=[CH:32][CH:33]=2)[CH2:28][CH2:27]1)([CH3:4])[CH3:2]. Reported procedure: A three-hour addition of nBu3SnH (154 μL, 573 μmol) and AIBN (34 mg, 208 μmol) solution in benzene (1 mL) to a refluxing solution of the unpurified ketimine (125 mg, 521 μmol) in benzene (50 mL) delivered, after flash chromatography (30% CH2Cl2 Hexanes) 0.024 g (30%) of the desired indoline as a colorless oil. Rf=0.1 (30% CH2Cl2 Hexanes); IR (film) 3047, 1607 cm−1; 1H NMR (400 MHz, CDCl3) δ 7.04 (t, J=6.7 Hz, 2H), 6.59 (t, J=7.4 Hz, 1H), 6.42 (d, J=8.1 Hz, IH), 3.83 (sep, J=6.6 Hz, 1H), 3.33 (t,... Starting materials: [BH4-], CC(=O)Br, COC(=O)C(=C(C)C)N1C(=O)C(OC(=O)COc2ccccc2)C1SSc1nc2ccccc2s1, CN(C)C=O, [Na+], c1ccccc1. The product is COC(=O)C(=C(C)C)N1C(=O)C(OC(=O)COc2ccccc2)C1SC(C)=O. As a reaction SMILES: [BH4-:36].[C:38]([CH3:39])(=[O:40])[Br:41].[CH3:1][O:2][C:3]([C:4](=[C:5]([CH3:6])[CH3:7])[N:8]1[C:9](=[O:34])[CH:10]([O:23][C:24]([CH2:25][O:26][c:27]2[cH:28][cH:29][cH:30][cH:31][cH:32]2)=[O:33])[CH:11]1[S:12][S:13][c:14]1[s:15][c:16]2[cH:17][cH:18][cH:19][cH:20][c:21]2[n:22]1)=[O:35].[CH3:48][N:49]([CH3:50])[CH:51]=[O:52].[Na+:37].[cH:42]1[cH:43][cH:44][cH:45][cH:46][cH:47]1>>[CH3:1][O:2][C:3]([C:4](=[C:5]([CH3:6])[CH3:7])[N:8]1[C:9](=[O:34])[CH:10]([O:23][C:24]([CH2:25][O:26][c:27]2[cH:28][cH:29][cH:30][cH:31][cH:32]2)=[O:33])[CH:11]1[S:12][C:38]([CH3:39])=[O:40])=[O:35]. The reactants are COCC=1N=C(SC1)N (4-Methoxymethyl-thiazol-2-ylamine), BrN1C(CCC1=O)=O (N-bromosuccinimide). The solvent is C(C)#N (acetonitrile). Conditions: time 2 hour. Yields the product BrC1=C(N=C(S1)N)COC (5-Bromo-4-methoxymethyl-thiazol-2-ylamine). As a reaction SMILES: [CH3:1][O:2][CH2:3][C:4]1[N:5]=[C:6]([NH2:9])[S:7][CH:8]=1.[Br:10]N1C(=O)CCC1=O>C(#N)C>[Br:10][C:8]1[S:7][C:6]([NH2:9])=[N:5][C:4]=1[CH2:3][O:2][CH3:1]. Procedure: 4-Methoxymethyl-thiazol-2-ylamine (170 mg, 1.1 mmol) is dissolved in acetonitrile and N-bromosuccinimide. (231 mg, 1.3 mmol, 1.1 equiv.) was added in one portion. The mixture was stirred at room temp. for 2 hours, then filtered and the filtrate was evaporated. After purification on silica-gel with ethyl acetate/n-heptane as eluent, 260 mg of a light red solid were obtained: MS: m/e 222.8 (M+H). Starting materials: C1CCOC1, C[Si](C)(C)C=[N+]=[N-], CO, CCOCC, COc1cc(N)c(C(=O)O)c(OC)c1. Yields the product COC(=O)c1c(N)cc(OC)cc1OC. Reaction SMILES: [CH2:24]1[O:25][CH2:26][CH2:27][CH2:28]1.[CH3:15][Si:16]([CH:17]=[N+:18]=[N-:19])([CH3:20])[CH3:21].[CH3:22][OH:23].[CH3:29][CH2:30][O:31][CH2:32][CH3:33].[NH2:1][c:2]1[c:3]([C:4](=[O:5])[OH:6])[c:7]([O:13][CH3:14])[cH:8][c:9]([O:11][CH3:12])[cH:10]1>>[NH2:1][c:2]1[c:3]([C:4](=[O:5])[O:6][CH3:15])[c:7]([O:13][CH3:14])[cH:8][c:9]([O:11][CH3:12])[cH:10]1. Reactants: CC(=O)O, CCOC(C)=O, CC=O, [Na+], [Na+], O=C1CCN1, O, O, O, O, Cl[Ru](Cl)Cl, O=S([O-])[O-]. The product is CC(=O)OC1CC(=O)N1. Reaction SMILES: [CH3:23][C:24](=[O:25])[OH:26].[CH3:27][CH2:28][O:29][C:30](=[O:31])[CH3:32].[CH:7]([CH3:8])=[O:9].[Na+:14].[Na+:15].[O:1]=[C:2]1[CH2:3][CH2:4][NH:5]1.[O:6].[OH2:16].[OH2:17].[OH2:18].[Ru:19]([Cl:20])([Cl:21])[Cl:22].[S:10](=[O:11])([O-:12])[O-:13]>>[O:1]=[C:2]1[CH2:3][CH:4]([O:11][C:7]([CH3:8])=[O:9])[NH:5]1. The reactants are Cl.C1(=CC=CC=C1)C(N1CC(C1)O)C1=CC=CC=C1 (1-(diphenylmethyl)-3-azetidinol hydrochloride), [H-].[Na+] (sodium hydride), CCOC(=O)C (EtOAc), O (water). Run in CN(C)C=O (DMF). Run at temperature 25 celsius, time 10 minute. The product is C1(=CC=CC=C1)C(N1CC(C1)OC)C1=CC=CC=C1 (1-(diphenylmethyl)-3-methoxyazetidine). As a reaction SMILES: Cl.[C:2]1([CH:8]([C:14]2[CH:19]=[CH:18][CH:17]=[CH:16][CH:15]=2)[N:9]2[CH2:12][CH:11]([OH:13])[CH2:10]2)[CH:7]=[CH:6][CH:5]=[CH:4][CH:3]=1.[H-].[Na+].[CH3:22]COC(C)=O.O>CN(C=O)C>[C:14]1([CH:8]([C:2]2[CH:3]=[CH:4][CH:5]=[CH:6][CH:7]=2)[N:9]2[CH2:12][CH:11]([O:13][CH3:22])[CH2:10]2)[CH:15]=[CH:16][CH:17]=[CH:18][CH:19]=1 |f:0.1,2.3|. Reported procedure: To a solution of 1-(diphenylmethyl)-3-azetidinol hydrochloride (5.0 g) in DMF (25 ml), was added sodium hydride under ice-bath cooling. After 10 minute stirring at the same temperature, the mixture was allowed to warm to 25° C. and then stirred for 15 hours. EtOAc (500 ml) and water (200 ml) were poured into the mixture. The organic layer was separated, washed with water and brine, and dried over MgSO4. The solvent was removed under reduced pressure. The residue was purified by column chromatogr...